From a dataset of the Open Reaction Database (ORD), a public repository of structured organic reaction records. describe an organic reaction: reactants, conditions, products, and yield The reactants are CN(C)CCC1=CNC2=CC=C(C=C12)CN1N=CN=N1 (N,N-Dimethyl-2-[5-(1,2,3,4-tetrazol-2-ylmethyl)-1H-indol-3-yl]ethylamine), C(C(=O)[O-])(=O)[O-] (Oxalate). Yields the product C(C(=O)O)(=O)O.CN(C)CCC1=CNC2=CC=C(C=C12)CN1N=CN=N1 (N,N-Dimethyl-2-[5-(1,2,3,4-tetrazol-2-ylmethyl)-1H-indol-3-yl]ethylamine Oxalate). Reaction SMILES: [CH3:1][N:2]([CH2:4][CH2:5][C:6]1[C:14]2[C:9](=[CH:10][CH:11]=[C:12]([CH2:15][N:16]3[N:20]=[N:19][CH:18]=[N:17]3)[CH:13]=2)[NH:8][CH:7]=1)[CH3:3].[C:21]([O-:26])(=[O:25])[C:22]([O-:24])=[O:23]>>[C:21]([OH:26])(=[O:25])[C:22]([OH:24])=[O:23].[CH3:1][N:2]([CH2:4][CH2:5][C:6]1[C:14]2[C:9](=[CH:10][CH:11]=[C:12]([CH2:15][N:16]3[N:20]=[N:19][CH:18]=[N:17]3)[CH:13]=2)[NH:8][CH:7]=1)[CH3:3] |f:2.3|. Procedure details: N,N-Dimethyl-2-[5-(1,2,3,4-tetrazol-2-ylmethyl)-1H-indol-3-yl]ethylamine.Oxalate.